Dataset: the Open Reaction Database (ORD), a public repository of structured organic reaction records. Task: describe an organic reaction: reactants, conditions, products, and yield Reactants: [Si](C)(C)(C(C)(C)C)OC=1C=C2C=CC(=CC2=CC1)C(C(C)C)(O)C=1N=CNC1 (6-tert-butyldimethylsilyloxynaphthalen-2-yl -1-(1H-imidazol-4-yl)-2-methylpropanol), aqueous solution, N1=CC=CC=C1.F (hydrogen fluoride-pyridine), C(O)([O-])=O.[Na+] (sodium hydrogencarbonate). Solvent: C1CCOC1 (THF). Conditions: time 2 hour. Product: OC=1C=C2C=CC(=CC2=CC1)C(C(C)C)(O)C=1N=CNC1 (1-(6-Hydroxynaphthalen-2-yl)-1-(1H-imidazol-4-yl)-2-methyl-1-propanol). Yield: 75.2%. RXN SMILES: [Si]([O:8][C:9]1[CH:10]=[C:11]2[C:16](=[CH:17][CH:18]=1)[CH:15]=[C:14]([C:19]([C:24]1[N:25]=[CH:26][NH:27][CH:28]=1)([OH:23])[CH:20]([CH3:22])[CH3:21])[CH:13]=[CH:12]2)(C(C)(C)C)(C)C.N1C=CC=CC=1.F.C(=O)([O-])O.[Na+]>C1COCC1>[OH:8][C:9]1[CH:10]=[C:11]2[C:16](=[CH:17][CH:18]=1)[CH:15]=[C:14]([C:19]([C:24]1[N:25]=[CH:26][NH:27][CH:28]=1)([OH:23])[CH:20]([CH3:22])[CH3:21])[CH:13]=[CH:12]2 |f:1.2,3.4|. Procedure details: To a solution of 1-(6-tert-butyldimethylsilyloxynaphthalen-2-yl -1-(1H-imidazol-4-yl)-2-methylpropanol (1.60 g) in THF (10 mL) was added 70% aqueous solution of hydrogen fluoride-pyridine (3 ml) under ice cooling. The mixture was stirred for 30 min under ice cooling and for 2 h at room temperature. The mixture was neutralized with saturated solution of sodium hydrogencarbonate, extracted with dichloromethane and dried. The solvent was distilled off and the residue was purified by column chromato... Reactants: FC(C(=O)O)(F)F (Trifluoroacetic acid), ClC=1C=C2C=C(NC2=CC1)C(=O)N[C@@H]1[C@@H](CCCC1)NC(=O)C=1N=CC2=C(N1)CN(C2)C(=O)OC(C)(C)C (tert-Butyl 2-{[((1R*,2S*)-2-{[(5-chloroindol-2-yl)carbonyl]amino}cyclohexyl)amino]carbonyl}-5,7-dihydro-6H-pyrrolo[3,4-d]pyrimidine-6-carboxylate). The solvent is C(Cl)Cl (methylene chloride). Run at time 1 hour. Product: Cl.ClC=1C=C2C=C(NC2=CC1)C(=O)N[C@@H]1[C@@H](CCCC1)NC(=O)C=1N=CC2=C(N1)CN(C2)C (N-((1R*,2S*)-2-{[(5-Chloroindol-2-yl)carbonyl]amino}-cyclohexyl)-6-methyl-6,7-dihydro-5H-pyrrolo[3,4-d]-pyrimidine-2-carboxamide hydrochloride). The yield is 51.8%. RXN SMILES: FC(F)(F)C(O)=O.[Cl:8][C:9]1[CH:10]=[C:11]2[C:15](=[CH:16][CH:17]=1)[NH:14][C:13]([C:18]([NH:20][C@H:21]1[CH2:26][CH2:25][CH2:24][CH2:23][C@H:22]1[NH:27][C:28]([C:30]1[N:31]=[CH:32][C:33]3[CH2:38][N:37]([C:39](OC(C)(C)C)=O)[CH2:36][C:34]=3[N:35]=1)=[O:29])=[O:19])=[CH:12]2>C(Cl)Cl>[ClH:8].[Cl:8][C:9]1[CH:10]=[C:11]2[C:15](=[CH:16][CH:17]=1)[NH:14][C:13]([C:18]([NH:20][C@H:21]1[CH2:26][CH2:25][CH2:24][CH2:23][C@H:22]1[NH:27][C:28]([C:30]1[N:31]=[CH:32][C:33]3[CH2:38][N:37]([CH3:39])[CH2:36][C:34]=3[N:35]=1)=[O:29])=[O:19])=[CH:12]2 |f:3.4|. Procedure: Trifluoroacetic acid (1 ml) was added to a solution of the compound (34.0 mg) obtained in Example 32 dissolved in methylene chloride (1 ml) at room temperature, and the mixture was stirred for 1 hour. The reaction mixture was concentrated under reduced pressure, and the residue was dissolved in methylene chloride (1 ml), to which triethylamine (17.6 μl), acetic acid (7.21 μl), 35% formalin (8.13 μl) and sodium triacetoxyborohydride (20.1 mg) were added at room temperature. The resultant mixture ... The reactants are ClC=1C=C(C=CC1)C=1N=C(SC1C(=O)N)N1C=NC2=C1C=C(C=C2)O (4-(3-chloro-phenyl)-2-(6-hydroxy-benzoimidazol-1-yl)-thiazole-5-carboxylic acid amide), N1(CCCCC1)CCCOS(=O)(=O)C1=CC=C(C=C1)C (toluene-4-sulfonic acid 3-piperidin-1-yl-propyl ester), C([O-])([O-])=O.[Cs+].[Cs+] (cesium carbonate). Run in CN(C=O)C (dimethylformamide). Product: ClC=1C=C(C=CC1)C=1N=C(SC1C(=O)N)N1C=NC2=C1C=C(C=C2)OCCCN2CCCCC2 (4-(3-chloro-phenyl)-2-[6-(3-piperidin-1-yl-propoxy)-benzoimidazol-1-yl]-thiazole-5-carboxylic acid amide). Yield: 70.6%. Reaction SMILES: [Cl:1][C:2]1[CH:3]=[C:4]([C:8]2[N:9]=[C:10]([N:16]3[C:20]4[CH:21]=[C:22]([OH:25])[CH:23]=[CH:24][C:19]=4[N:18]=[CH:17]3)[S:11][C:12]=2[C:13]([NH2:15])=[O:14])[CH:5]=[CH:6][CH:7]=1.[N:26]1([CH2:32][CH2:33][CH2:34]OS(C2C=CC(C)=CC=2)(=O)=O)[CH2:31][CH2:30][CH2:29][CH2:28][CH2:27]1.C(=O)([O-])[O-].[Cs+].[Cs+]>CN(C)C=O>[Cl:1][C:2]1[CH:3]=[C:4]([C:8]2[N:9]=[C:10]([N:16]3[C:20]4[CH:21]=[C:22]([O:25][CH2:34][CH2:33][CH2:32][N:26]5[CH2:31][CH2:30][CH2:29][CH2:28][CH2:27]5)[CH:23]=[CH:24][C:19]=4[N:18]=[CH:17]3)[S:11][C:12]=2[C:13]([NH2:15])=[O:14])[CH:5]=[CH:6][CH:7]=1 |f:2.3.4|. Reported procedure: A mixture of 0.037 g (0.1 mmole) of 4-(3-chloro-phenyl)-2-(6-hydroxy-benzoimidazol-1-yl)-thiazole-5-carboxylic acid amide (I.25d), 0.060 g (0.2 mmole) of toluene-4-sulfonic acid 3-piperidin-1-yl-propyl ester, 1 mL of dimethylformamide and 0.160 g (0.5 mmole) of cesium carbonate was heated at 100 degrees for 30 minutes. The mixture was cooled, the solid was removed by filtration and the filtrate purified by reverse phase silica gel chromatography, eluting with acetonitrile-water (gradient 40:60-1... Starting materials: C(C)(=O)NC(C(=O)OCC)C(=O)OCC (diethyl acetamidomalonate), CC[O-].[Na+] (sodium ethylate), C(CCCCCCC)C1=CC=C(C=C1)CCI (2-(4-octylphenyl)ethyl iodide). Solvent: C(C)O (ethanol), O1CCCC1 (tetrahydrofuran). The product is C(C)(=O)NC(C(=O)OCC)(C(=O)OCC)CCC1=CC=C(C=C1)CCCCCCCC (diethyl acetamido-2-(4-octylphenyl)ethylmalonate). Reaction SMILES: [C:1]([NH:4][CH:5]([C:11]([O:13][CH2:14][CH3:15])=[O:12])[C:6]([O:8][CH2:9][CH3:10])=[O:7])(=[O:3])[CH3:2].CC[O-].[Na+].[CH2:20]([C:28]1[CH:33]=[CH:32][C:31]([CH2:34][CH2:35]I)=[CH:30][CH:29]=1)[CH2:21][CH2:22][CH2:23][CH2:24][CH2:25][CH2:26][CH3:27]>C(O)C.O1CCCC1>[C:1]([NH:4][C:5]([CH2:35][CH2:34][C:31]1[CH:30]=[CH:29][C:28]([CH2:20][CH2:21][CH2:22][CH2:23][CH2:24][CH2:25][CH2:26][CH3:27])=[CH:33][CH:32]=1)([C:11]([O:13][CH2:14][CH3:15])=[O:12])[C:6]([O:8][CH2:9][CH3:10])=[O:7])(=[O:3])[CH3:2] |f:1.2|. Reported procedure: To a solution of diethyl acetamidomalonate (277 g) and sodium ethylate (86.6 g) in anhydrous ethanol (850 ml) is added a solution of 2-(4-octylphenyl)ethyl iodide (7) (146 g) in anhydrous tetrahydrofuran (533 ml), and the mixture is refluxed under heating for 6 hr. The reaction mixture is concentrated and partitioned between water and hexane, and the hexane layer is washed three times with water. The obtained hexane layer is dried over anhydrous magnesium sulfate and concentrated. The residue is...